The task is: describe an organic reaction: reactants, conditions, products, and yield. This data is from the Open Reaction Database (ORD), a public repository of structured organic reaction records. The solvent is CN(C=O)C (dimethylformamide), O (water). Reaction SMILES: Cl[CH2:2][Si:3]([C:6]1[CH:11]=[CH:10][C:9]([Cl:12])=[CH:8][CH:7]=1)([CH3:5])[CH3:4].[Na].[NH:14]1[CH:18]=[N:17][CH:16]=[N:15]1>CN(C)C=O.O>[Cl:12][C:9]1[CH:10]=[CH:11][C:6]([Si:3]([CH3:5])([CH3:4])[CH2:2][N:14]2[CH:18]=[N:17][CH:16]=[N:15]2)=[CH:7][CH:8]=1 |f:1.2,^1:12|. Isolated yield 39.7%. Product: ClC1=CC=C(C=C1)[Si](CN1N=CN=C1)(C)C ((4-Chlorophenyl)dimethyl(1H-1,2,4-triazol-1-ylmethyl)silane). Reported procedure: A mixture of 2.2 g (0.010 mol) of chloromethyl(4-chlorophenyl)dimethylsilane and 1.1 g (0.012 mol) of 1,2,4-triazole sodium salt in 5 ml of dimethylformamide was warmed to 80°-90° for 2 hours, diluted with water, and extracted with ether. The ether solution was washed with water and brine, dried over magnesium sulfate, and evaporated to leave 2:1 g (83%) of the title compound as a yellow liquid: nD21 1.5428; ir (neat) 1555, 1470, 1245, 1130, 1080, 1010, 835, 805, 795, 735 cm-1 ; nmr (CDCl3) 0.4 ... The reactants are ClC[Si](C)(C)C1=CC=C(C=C1)Cl (chloromethyl(4-chlorophenyl)dimethylsilane), [Na].N1N=CN=C1 (1,2,4-triazole sodium salt). Reactants: ClC(Cl)Cl, O=C(OO)c1cccc(Cl)c1, c1ccc2cnccc2c1. The product is [O-][n+]1ccc2ccccc2c1. As a reaction SMILES: [Cl:22][CH:23]([Cl:24])[Cl:25].[OH:11][O:12][C:13]([c:14]1[cH:15][c:16]([Cl:17])[cH:18][cH:19][cH:20]1)=[O:21].[cH:1]1[cH:2][cH:3][c:4]2[cH:5][n:6][cH:7][cH:8][c:9]2[cH:10]1>>[cH:1]1[cH:2][cH:3][c:4]2[cH:5][n+:6]([O-:11])[cH:7][cH:8][c:9]2[cH:10]1.